From a dataset of the Open Reaction Database (ORD), a public repository of structured organic reaction records. describe an organic reaction: reactants, conditions, products, and yield Starting materials: [BH4-], CS(C)=O, Nc1ncccc1C(=O)Nc1ccc(C(F)(F)C(F)(F)F)cc1, [Na+], O=Cc1ccncn1. Yields the product O=C(Nc1ccc(C(F)(F)C(F)(F)F)cc1)c1cccnc1NCc1ccncn1. Reaction SMILES: [BH4-:32].[CH3:34][S:35]([CH3:36])=[O:37].[NH2:1][c:2]1[c:3]([C:4](=[O:5])[NH:6][c:7]2[cH:8][cH:9][c:10]([C:13]([C:14]([F:15])([F:16])[F:17])([F:18])[F:19])[cH:11][cH:12]2)[cH:20][cH:21][cH:22][n:23]1.[Na+:33].[n:24]1[cH:25][n:26][c:27]([CH:30]=[O:31])[cH:28][cH:29]1>>[NH:1]([c:2]1[c:3]([C:4](=[O:5])[NH:6][c:7]2[cH:8][cH:9][c:10]([C:13]([C:14]([F:15])([F:16])[F:17])([F:18])[F:19])[cH:11][cH:12]2)[cH:20][cH:21][cH:22][n:23]1)[CH2:30][c:27]1[n:26][cH:25][n:24][cH:29][cH:28]1. Reactants: CC(=O)Oc1ccc(C=C2Sc3ccccc3NC2=O)cc1C(C)(C)C, CO, Cl, [Li+], C1CCOC1, [OH-], O. The product is CC(C)(C)c1cc(C=C2Sc3ccccc3NC2=O)ccc1O. As a reaction SMILES: [C:1](=[O:2])([CH3:3])[O:4][c:5]1[c:6]([C:23]([CH3:24])([CH3:25])[CH3:26])[cH:7][c:8]([CH:9]=[C:10]2[S:11][c:12]3[c:13]([cH:17][cH:18][cH:19][cH:20]3)[NH:14][C:15]2=[O:16])[cH:21][cH:22]1.[CH3:36][OH:37].[ClH:34].[Li+:32].[O:27]1[CH2:28][CH2:29][CH2:30][CH2:31]1.[OH-:33].[OH2:35]>>[OH:4][c:5]1[c:6]([C:23]([CH3:24])([CH3:25])[CH3:26])[cH:7][c:8]([CH:9]=[C:10]2[S:11][c:12]3[c:13]([cH:17][cH:18][cH:19][cH:20]3)[NH:14][C:15]2=[O:16])[cH:21][cH:22]1. Starting materials: CC#N, CCOC(C)=O, OCc1ccc(-c2cc3c(Nc4ccc5c(c4)OCO5)ncnc3[nH]2)cc1, C1COCCO1, O=S(Cl)Cl. The product is ClCc1ccc(-c2cc3c(Nc4ccc5c(c4)OCO5)ncnc3[nH]2)cc1. Reaction SMILES: [C:32](#[N:33])[CH3:34].[CH3:41][CH2:42][O:43][C:44](=[O:45])[CH3:46].[O:1]1[CH2:2][O:3][c:4]2[c:5]1[cH:6][cH:7][c:8]([NH:10][c:11]1[c:12]3[c:13]([n:14][cH:15][n:16]1)[nH:17][c:18](-[c:20]1[cH:21][cH:22][c:23]([CH2:26][OH:27])[cH:24][cH:25]1)[cH:19]3)[cH:9]2.[O:35]1[CH2:36][CH2:37][O:38][CH2:39][CH2:40]1.[S:28]([Cl:29])([Cl:30])=[O:31]>>[O:1]1[CH2:2][O:3][c:4]2[c:5]1[cH:6][cH:7][c:8]([NH:10][c:11]1[c:12]3[c:13]([n:14][cH:15][n:16]1)[nH:17][c:18](-[c:20]1[cH:21][cH:22][c:23]([CH2:26][Cl:30])[cH:24][cH:25]1)[cH:19]3)[cH:9]2. The reactants are CC(C)C1=CC=C(C=C1)NC=1C=C(SC1C)C(=S)OC (Methyl 4-{[4-(methylethyl)phenyl]amino}-5-methylthiothiophene-2-carboxylate), NC=1C=C(SC1C)C(=S)OC (methyl 4-amino-5-methylthiothiophene-2-carboxylate), C(C)(C)C1=CC=C(C=C1)B(O)O (4-isopropylphenyl boronic acid). The product is CC1=CC(=C(C=C1)NC=1C=C(SC1C)C(=S)OC)CC (methyl 4-[(4-methylethylphenyl)amino]-5-methylthiothiophene-2-carboxylate). The yield is 12.5%. As a reaction SMILES: C[CH:2]([C:4]1[CH:9]=[CH:8][C:7]([NH:10][C:11]2[CH:12]=[C:13]([C:17]([O:19][CH3:20])=[S:18])[S:14][C:15]=2[CH3:16])=[CH:6][CH:5]=1)C.N[C:22]1C=C(C(OC)=S)S[C:26]=1C.C(C1C=CC(B(O)O)=CC=1)(C)C>>[CH3:2][C:4]1[CH:5]=[CH:6][C:7]([NH:10][C:11]2[CH:12]=[C:13]([C:17]([O:19][CH3:20])=[S:18])[S:14][C:15]=2[CH3:16])=[C:8]([CH2:22][CH3:26])[CH:9]=1. Procedure: Methyl 4-{[4-(methylethyl)phenyl]amino}-5-methylthiothiophene-2-carboxylate: Using a procedure similar to Example 208, step (a), 74.4 mg (0.36 mmol) of methyl 4-amino-5-methylthiothiophene-2-carboxylate was allowed to react with 118 mg (2 equiv, 0.72 mmol) of 4-isopropylphenyl boronic acid to give 14.5 mg (12.5%) of methyl 4-[(4-methylethylphenyl)amino]-5-methylthiothiophene-2-carboxylate. 1H NMR (CDCl3, 400 MHz) δ 1.26 (d, 6H, J=6.2 Hz), 2.39 (s, 3H), 2.89 (m, 1H), 3.89 (s, 3H), 6.98-7.01 (m, 2... The reactants are ClC1=NC=CC=C1 (2-chloropyridine), C(=O)N (formamide), glass. Reagents/catalysts: CN(C1=CC=NC=C1)C (4-dimethylamino-pyridine), C1CCC(CC1)P(C2CCCCC2)C3CCCCC3.C1CCC(CC1)P(C2CCCCC2)C3CCCCC3.[Cl-].[Cl-].[Pd+2] (bis(tricyclohexylphosphine)-palladium(II) dichloride). The solvent is C(C)#N (acetonitrile). Conditions: temperature 120 celsius, time 18 hour. Product: N1=C(C=CC=C1)C(=O)N (Pyridine-2-carboxamide). RXN SMILES: Cl[C:2]1[CH:7]=[CH:6][CH:5]=[CH:4][N:3]=1.[CH:8]([NH2:10])=[O:9]>CN(C)C1C=CN=CC=1.C1CCC(P(C2CCCCC2)C2CCCCC2)CC1.C1CCC(P(C2CCCCC2)C2CCCCC2)CC1.[Cl-].[Cl-].[Pd+2].C(#N)C>[N:3]1[CH:4]=[CH:5][CH:6]=[CH:7][C:2]=1[C:8]([NH2:10])=[O:9] |f:3.4.5.6.7|. Procedure: 0.255 g of bis(tricyclohexylphosphine)-palladium(II) dichloride, 5.458 g of 2-chloropyridine, 3.12 g of formamide, 4.64 g of 4-dimethylamino-pyridine and 25 ml of acetonitrile are placed in a 200 ml glass autoclave. The autoclave is closed, flushed with nitrogen three times and then 5 bars carbon monoxide are applied. The reaction mixture is heated to 120° C. and stirred for 18 hours. It is then cooled, and the suspension is mixed with ethyl acetate and water, and extracted. The aqueous phase is... Starting materials: C(CCC)[Li] (n-butyllithium), CCCCCC (hexane), BrC1=CC=2C3=CC=CC=C3C3=CC=CC=C3C2C=C1 (2-bromotriphenylene). Run in CCOCC (ether). Conditions: temperature 0 celsius, time 3 hour. The product is C1(=CC=CC=2C3=CC=CC=C3C3=CC=CC=C3C12)[Li] (triphenylenyllithium). RXN SMILES: Br[C:2]1[CH:19]=[CH:18][C:17]2[C:16]3[C:11](=[CH:12][CH:13]=[CH:14][CH:15]=3)[C:10]3[C:5](=[CH:6][CH:7]=[CH:8][CH:9]=3)[C:4]=2[CH:3]=1.C([Li:24])CCC.CCCCCC>CCOCC>[C:3]1([Li:24])[C:4]2[C:5]3[C:10](=[CH:9][CH:8]=[CH:7][CH:6]=3)[C:11]3[C:16](=[CH:15][CH:14]=[CH:13][CH:12]=3)[C:17]=2[CH:18]=[CH:19][CH:2]=1. Procedure details: Into a suspension of 2-bromotriphenylene (7.28 g, 23.70 mmol) in ether (50 mL) was added n-butyllithium solution in hexane (14.81 mL, 23.70 mmol) dropwise at −78° C. The suspension was gradually warmed to 0° C. and stirred for 3 hours to yield a solution of triphenylenyllithium. In a separate flask a solution of 3-bromophenyllithium was prepared by dropwise addition of n-butyllithium solution in hexane (14.81 mL, 23.70 mmol) into a solution of 1,3-dibromobenzene (2.87 mL, 23.70 mmol) in ether (5... Reactants: [Br-], [Li]C(C)(C)C, O=C1CCN(CC23CC(c4ccccc42)c2ccc(Cl)cc23)CC1, [Li+], C1CCOC1. Product: CC(C)(C)C1(O)CCN(CC23CC(c4ccccc42)c2ccc(Cl)cc23)CC1. RXN SMILES: [Br-:2].[C:3]([CH3:4])([CH3:5])([CH3:6])[Li:7].[Cl:8][c:9]1[cH:10][c:11]2[c:20]([cH:21][cH:22]1)[CH:19]1[c:18]3[c:13]([cH:14][cH:15][cH:16][cH:17]3)[C:12]2([CH2:24][N:25]2[CH2:26][CH2:27][C:28](=[O:31])[CH2:29][CH2:30]2)[CH2:23]1.[Li+:1].[O:32]1[CH2:33][CH2:34][CH2:35][CH2:36]1>>[C:3]([CH3:4])([CH3:5])([CH3:6])[C:28]1([OH:31])[CH2:27][CH2:26][N:25]([CH2:24][C:12]23[c:11]4[cH:10][c:9]([Cl:8])[cH:22][cH:21][c:20]4[CH:19]([c:18]4[c:13]2[cH:14][cH:15][cH:16][cH:17]4)[CH2:23]3)[CH2:30][CH2:29]1. Starting materials: CC[SiH](CC)CC, Fc1ccc2[nH]cc(C3=CCN4CCCC4C3)c2c1, Cl, O=C(O)C(F)(F)F. The product is Fc1ccc2[nH]cc(C3CCN4CCCC4C3)c2c1. Reaction SMILES: [CH2:21]([SiH:22]([CH2:23][CH3:24])[CH2:25][CH3:26])[CH3:27].[CH2:2]1[CH2:3][CH2:4][N:5]2[CH2:6][CH:7]=[C:8]([c:11]3[cH:12][nH:13][c:14]4[cH:15][cH:16][c:17]([F:20])[cH:18][c:19]34)[CH2:9][CH:10]12.[ClH:1].[OH:28][C:29]([C:30]([F:31])([F:32])[F:33])=[O:34]>>[CH2:2]1[CH2:3][CH2:4][N:5]2[CH2:6][CH2:7][CH:8]([c:11]3[cH:12][nH:13][c:14]4[cH:15][cH:16][c:17]([F:20])[cH:18][c:19]34)[CH2:9][CH:10]12. Starting materials: CN(C)C=O, CCOC(C)=O, CCN(C(C)C)C(C)C, Clc1cc(N2CCOCC2)nc(Cl)n1, NCCCCC(=O)O. Yields the product O=C(O)CCCCNc1cc(N2CCOCC2)nc(Cl)n1. As a reaction SMILES: [CH3:32][N:33]([CH3:34])[CH:35]=[O:36].[CH3:37][CH2:38][O:39][C:40]([CH3:41])=[O:42].[CH:23]([N:24]([CH2:25][CH3:26])[CH:27]([CH3:28])[CH3:29])([CH3:30])[CH3:31].[Cl:9][c:10]1[n:11][c:12]([Cl:22])[cH:13][c:14]([N:16]2[CH2:17][CH2:18][O:19][CH2:20][CH2:21]2)[n:15]1.[NH2:1][CH2:2][CH2:3][CH2:4][CH2:5][C:6]([OH:7])=[O:8]>>[NH:1]([CH2:2][CH2:3][CH2:4][CH2:5][C:6]([OH:7])=[O:8])[c:12]1[n:11][c:10]([Cl:9])[n:15][c:14]([N:16]2[CH2:17][CH2:18][O:19][CH2:20][CH2:21]2)[cH:13]1.